This data is from the Open Reaction Database (ORD), a public repository of structured organic reaction records. The task is: describe an organic reaction: reactants, conditions, products, and yield Reactants: COC=1C=C(C=CC1)O (3-Methoxyphenol), BrC=1SC=CN1 (2-bromothiazole), OH-.5H2O. Solvent: CN(C)C=O (DMF). Product: COC=1C=C(C=CC1)OC=1SC=CN1 (2[(3-methoxyphenyl)oxy]thiazole). Isolated yield 60.6%. Reaction SMILES: [CH3:1][O:2][C:3]1[CH:4]=[C:5]([OH:9])[CH:6]=[CH:7][CH:8]=1.Br[C:11]1[S:12][CH:13]=[CH:14][N:15]=1>CN(C=O)C>[CH3:1][O:2][C:3]1[CH:4]=[C:5]([O:9][C:11]2[S:12][CH:13]=[CH:14][N:15]=2)[CH:6]=[CH:7][CH:8]=1. Procedure details: 3-Methoxyphenol (2.48 g, 20 mmol), 2-bromothiazole (3.28 g, 20 mmol) and Me4N+OH-.5H2O (3.62 g, 20 mmol) were heated in dry DMF (30 mL) under N2 (g) for 16 hours. The mixture was filtered and the filtrate was partitioned between H2O and EtOAc. Organic extracts were pooled, dried over Na2SO4 and concentrated in vacuo. The residue was chromatographed on silica (CHCl3) to yield 2.51 g of 2[(3-methoxyphenyl)oxy]thiazole (GC-MS m/z 207 (M+)). A portion (2.42 g, 11.7 mmol) of this material was dissolv... Reactants: Nc1cccc(Cl)c1, Cc1cc(Cl)nc(-c2ccccn2)n1. Yields the product Cc1cc(Nc2cccc(Cl)c2)nc(-c2ccccn2)n1. Reaction SMILES: [Cl:15][c:16]1[cH:17][c:18]([NH2:19])[cH:20][cH:21][cH:22]1.[Cl:1][c:2]1[n:3][c:4](-[c:9]2[n:10][cH:11][cH:12][cH:13][cH:14]2)[n:5][c:6]([CH3:8])[cH:7]1>>[c:2]1([NH:19][c:18]2[cH:17][c:16]([Cl:15])[cH:22][cH:21][cH:20]2)[n:3][c:4](-[c:9]2[n:10][cH:11][cH:12][cH:13][cH:14]2)[n:5][c:6]([CH3:8])[cH:7]1. Starting materials: OCCCBr, CCO, Cl, CC(C)(S)C(N)C(=O)O, [Na+], [OH-]. The product is CC(C)(SCCCO)C(N)C(=O)O. As a reaction SMILES: [Br:12][CH2:13][CH2:14][CH2:15][OH:16].[CH3:18][CH2:19][OH:20].[ClH:17].[NH2:3][CH:4]([C:5]([CH3:6])([CH3:7])[SH:8])[C:9](=[O:10])[OH:11].[Na+:2].[OH-:1]>>[NH2:3][CH:4]([C:5]([CH3:6])([CH3:7])[S:8][CH2:13][CH2:14][CH2:15][OH:16])[C:9](=[O:10])[OH:11]. Starting materials: S(O)(O)(=O)=O (sulfuric acid), O (water), [Cr](=O)(=O)([O-])O[Cr](=O)(=O)[O-].[Na+].[Na+] (sodium dichromate), CC1=C(CCC1(C)C)CC=O (2,3,3-Trimethyl-1-cyclopentene-1-acetaldehyde), reagent. Run in CC(=O)C (acetone). Conditions: temperature 0 celsius. Product: CC1=C(CCC1(C)C)CC(=O)O (2,3,3-Trimethyl-1-cyclopentene-1-acetic acid). As a reaction SMILES: [CH3:1][C:2]1[C:6]([CH3:8])([CH3:7])[CH2:5][CH2:4][C:3]=1[CH2:9][CH:10]=[O:11].S(=O)(=O)(O)[OH:13].O.[Cr](O[Cr]([O-])(=O)=O)([O-])(=O)=O.[Na+].[Na+]>CC(C)=O>[CH3:1][C:2]1[C:6]([CH3:7])([CH3:8])[CH2:5][CH2:4][C:3]=1[CH2:9][C:10]([OH:13])=[O:11] |f:3.4.5|. Procedure details: A solution was made of β-campholenic aldehyde (150 g) in acetone (2 liters) and cooled to 0° C. Oxidizing agent was prepared from 169 ml conc. sulfuric acid, 736 ml water and 292 g of sodium dichromate (Na2Cr2O7.2H2O). The reagent (375 ml) was added to the solution at 0° C. over a period of 30 minutes. After an additional 15 minutes at 0° C. the acetone was removed by decantation and the residual chromium salts were washed with an additional 200 ml acetone. The combined acetone solution was conc... Starting materials: BrC1=CC(=C(C=C1)CC(=O)OC(C)(C)C)F (4-bromo-2-fluoro-phenylacetic acid, tert-butyl ester), N1=CC=C(C=C1)C1=CC=2N(C=C1)C=CN2 (7-pyridin-4-yl-imidazo[1,2-a]pyridine). The product is C(C)(C)(C)OC(CC1=C(C=C(C=C1)C1=CN=C2N1C=CC(=C2)C2=CC=NC=C2)F)=O ([2-Fluoro-4-(7-pyridin-4-yl-imidazo[1,2-a]pyridin-3-yl)-phenyl]-acetic acid tert-butyl ester). Reaction SMILES: Br[C:2]1[CH:7]=[CH:6][C:5]([CH2:8][C:9]([O:11][C:12]([CH3:15])([CH3:14])[CH3:13])=[O:10])=[C:4]([F:16])[CH:3]=1.[N:17]1[CH:22]=[CH:21][C:20]([C:23]2[CH:28]=[CH:27][N:26]3[CH:29]=[CH:30][N:31]=[C:25]3[CH:24]=2)=[CH:19][CH:18]=1>>[C:12]([O:11][C:9](=[O:10])[CH2:8][C:5]1[CH:6]=[CH:7][C:2]([C:29]2[N:26]3[CH:27]=[CH:28][C:23]([C:20]4[CH:21]=[CH:22][N:17]=[CH:18][CH:19]=4)=[CH:24][C:25]3=[N:31][CH:30]=2)=[CH:3][C:4]=1[F:16])([CH3:15])([CH3:14])[CH3:13]. Reported procedure: Couple 4-bromo-2-fluoro-phenylacetic acid, tert-butyl ester (3.65 g, 18.68 mmol) with 7-pyridin-4-yl-imidazo[1,2-a]pyridine (5.40 g, 18.68 mmol) as described in Preparation 153. MS(ES), m/z 404 (M+1). The reactants are N1=CC=C(C=C1)N1CCC2(OCCO2)CC1 (8-(Pyridin-4-yl)-1,4-dioxa-8-azaspiro[4.5]decane), Cl (HCl), [OH-].[Na+] (NaOH). Reaction conditions: time 10 minute. The product is N1=CC=C(C=C1)N1CCC(CC1)=O (1-(Pyridin-4-yl)piperidin-4-one). As a reaction SMILES: [N:1]1[CH:6]=[CH:5][C:4]([N:7]2[CH2:16][CH2:15][C:10]3(OCC[O:11]3)[CH2:9][CH2:8]2)=[CH:3][CH:2]=1.Cl.[OH-].[Na+]>>[N:1]1[CH:6]=[CH:5][C:4]([N:7]2[CH2:16][CH2:15][C:10](=[O:11])[CH2:9][CH2:8]2)=[CH:3][CH:2]=1 |f:2.3|. Procedure: 8-(Pyridin-4-yl)-1,4-dioxa-8-azaspiro[4.5]decane was dissolved at 0° C. in ice-cooled concentrated HCl (6 ml) and stirred for 10 min. After monitoring by thin-layer chromatography, the reaction mixture was adjusted to pH 10-12 with 2 M NaOH and extracted with chloroform (3×100 ml). The combined organic phases were washed with sat. NaCl solution (in each case 50 ml), dried over sodium sulfate and concentrated under reduced pressure. The product so obtained was used in the next stage without being...